From a dataset of the Open Reaction Database (ORD), a public repository of structured organic reaction records. describe an organic reaction: reactants, conditions, products, and yield Reaction SMILES: [O:1]([CH2:8][C:9]([OH:11])=O)[C:2]1[CH:7]=[CH:6][CH:5]=[CH:4][CH:3]=1.S(Cl)(Cl)=O.[OH-].[Na+].[NH2:18][C@H:19]([C:27]([OH:29])=[O:28])[CH2:20][C:21]1[CH:26]=[CH:25][CH:24]=[CH:23][CH:22]=1>O1CCOCC1.O>[O:1]([CH2:8][C:9]([NH:18][CH:19]([CH2:20][C:21]1[CH:26]=[CH:25][CH:24]=[CH:23][CH:22]=1)[C:27]([OH:29])=[O:28])=[O:11])[C:2]1[CH:3]=[CH:4][CH:5]=[CH:6][CH:7]=1 |f:2.3|. Run at time 2 hour. Procedure details: A solution of 6.6 mmol (1.0 g) of phenoxyacetic acid in 15 ml of dioxane is treated with 49.3 mmol (3.6 ml) of thionyl chloride. The reaction mixture is stirred at room temperature for 2 hours and then concentrated. The residue, taken up in 10 ml of dichloromethane, and 7.9 mmol (0.3 g) of sodium hydroxide in 10 ml of water are added in succession to a solution of 7.6 mmol (1.25 g) of phenylalanine and 7.6 mmol (0.3 g) of sodium hydroxide in 10 ml of water, the temperature being maintained at 10... The solvent is O (water), O (water), O1CCOCC1 (dioxane). Product: O(C1=CC=CC=C1)CC(=O)NC(C(=O)O)CC1=CC=CC=C1 (2-[(2-Phenoxyacetyl)amino]-3-phenylpropanoic acid). Reactants: [OH-].[Na+] (sodium hydroxide), N[C@@H](CC1=CC=CC=C1)C(=O)O (phenylalanine), [OH-].[Na+] (sodium hydroxide), O(C1=CC=CC=C1)CC(=O)O (phenoxyacetic acid), S(=O)(Cl)Cl (thionyl chloride). Reactants: C(C(C)C)(=O)CC(=O)OC (methyl isobutyrylacetate), FC1=CC=C(C#N)C=C1 (4-fluorobenzonitrile), C1(=CC=CC=C1)C (toluene), [Sn](Cl)(Cl)(Cl)Cl (tin tetrachloride). Run in CCCCCC (n-hexane). Reaction conditions: temperature 80 celsius. Product: NC(C1=CC=C(C=C1)F)=C(C(=O)OC)C(C(C)C)=O (methyl 2-[1-amino-1-(4-fluorophenyl)-methylene]-4-methyl-3-oxopentanoate). Isolated yield 75.2%. RXN SMILES: [C:1]([CH2:6][C:7]([O:9][CH3:10])=[O:8])(=[O:5])[CH:2]([CH3:4])[CH3:3].[F:11][C:12]1[CH:19]=[CH:18][C:15]([C:16]#[N:17])=[CH:14][CH:13]=1.C1(C)C=CC=CC=1.[Sn](Cl)(Cl)(Cl)Cl>CCCCCC>[NH2:17][C:16](=[C:6]([C:1](=[O:5])[CH:2]([CH3:4])[CH3:3])[C:7]([O:9][CH3:10])=[O:8])[C:15]1[CH:18]=[CH:19][C:12]([F:11])=[CH:13][CH:14]=1. Reported procedure: 75.09 g of methyl isobutyrylacetate (0.50 mol, concentration 96%) and 61.80 g of 4-fluorobenzonitrile (0.50 mol, concentration 98%) were introduced into [500 ml of toluene and treated with 144.7 g of tin tetrachloride (0.55 mol, concentration 99%) at room temperature over the course of 16 min. After half an hour at room temperature, the thick suspension was heated to 80° C. After. 3 h, 175 ml of toluene were distilled off at normal pressure, and the mixture was cooled to room temperature and tre... Reactants: COc1ccc(C(=O)OC(C(=O)O)(C(=O)c2ccc(OC)cc2)C(O)C(=O)O)cc1, COc1ccc(-n2cnnn2)cc1C(=O)N1CCC(CCOS(C)(=O)=O)(c2ccccc2)C1, CC(C)OCCn1c(N2CCCNCC2)nc2ccccc21, I, OCCC1(c2ccccc2)CCNC1. Product: COc1ccc(-n2cnnn2)cc1C(=O)N1CCC(CCN2CCCN(c3nc4ccccc4n3CCOC(C)C)CC2)(c2ccccc2)C1. RXN SMILES: [C:34]([O:35][C:36]([C:37](=[O:38])[c:39]1[cH:40][cH:41][c:42]([O:43][CH3:44])[cH:45][cH:46]1)([CH:47]([C:48]([OH:49])=[O:50])[OH:51])[C:52]([OH:53])=[O:54])(=[O:55])[c:56]1[cH:57][cH:58][c:59]([O:60][CH3:61])[cH:62][cH:63]1.[CH3:1][O:2][c:3]1[c:4]([C:5](=[O:6])[N:7]2[CH2:8][C:9]([CH2:12][CH2:13][O:14][S:15]([CH3:16])(=[O:17])=[O:18])([c:19]3[cH:20][cH:21][cH:22][cH:23][cH:24]3)[CH2:10][CH2:11]2)[cH:25][c:26](-[n:29]2[n:30][n:31][n:32][cH:33]2)[cH:27][cH:28]1.[CH:79]([CH3:80])([CH3:81])[O:82][CH2:83][CH2:84][n:85]1[c:86]([N:94]2[CH2:95][CH2:96][NH:97][CH2:98][CH2:99][CH2:100]2)[n:87][c:88]2[c:89]1[cH:90][cH:91][cH:92][cH:93]2.[IH:78].[c:64]1([C:65]2([CH2:66][CH2:67][OH:68])[CH2:69][CH2:70][NH:71][CH2:72]2)[cH:73][cH:74][cH:75][cH:76][cH:77]1>>[CH3:1][O:2][c:3]1[c:4]([C:5](=[O:6])[N:7]2[CH2:8][C:9]([CH2:12][CH2:13][N:97]3[CH2:96][CH2:95][N:94]([c:86]4[n:85]([CH2:84][CH2:83][O:82][CH:79]([CH3:80])[CH3:81])[c:89]5[c:88]([n:87]4)[cH:93][cH:92][cH:91][cH:90]5)[CH2:100][CH2:99][CH2:98]3)([c:19]3[cH:20][cH:21][cH:22][cH:23][cH:24]3)[CH2:10][CH2:11]2)[cH:25][c:26](-[n:29]2[n:30][n:31][n:32][cH:33]2)[cH:27][cH:28]1. Reaction SMILES: Br[C:2]1[CH:3]=[C:4]([C:8]2[N:9]=[C:10]([NH2:13])[NH:11][CH:12]=2)[CH:5]=[CH:6][CH:7]=1.[N:14]1[CH:19]=[CH:18][CH:17]=[C:16](B(O)O)[CH:15]=1>>[N:14]1[CH:19]=[CH:18][CH:17]=[C:16]([C:2]2[CH:3]=[C:4]([C:8]3[N:9]=[C:10]([NH2:13])[NH:11][CH:12]=3)[CH:5]=[CH:6][CH:7]=2)[CH:15]=1. The reactants are BrC=1C=C(C=CC1)C=1N=C(NC1)N (4-(3-bromo-phenyl)-1H-imidazol-2-ylamine), N1=CC(=CC=C1)B(O)O (pyridin-3-yl-boronic acid). Procedure details: In a similar manner to Example 33, Step 1, the Suzuki coupling reaction of the bromide from Step 1 of Example 37 (126 mg, 0.31 mmol) and pyridin-3-yl-boronic acid (96 mg, 0.78 mmol) afforded 4-(3-pyridin-3-yl-phenyl)-1H-imidazol-2-ylamine, after washing with 1N aqueous sodium hydroxide, as an off-white solid (51 mg, 69% yield). LC/MS (m/z 237.2 (M+H)+); HPLC Rt: 0.81 min. The product is N1=CC(=CC=C1)C=1C=C(C=CC1)C=1N=C(NC1)N (4-(3-pyridin-3-yl-phenyl)-1H-imidazol-2-ylamine).